Task: describe an organic reaction: reactants, conditions, products, and yield. Dataset: the Open Reaction Database (ORD), a public repository of structured organic reaction records Starting materials: CN1CCC23CC(=O)CCC2(O)C1Cc1cccc(O)c13, c1ccc(Oc2nnn[nH]2)cc1. Product: CN1CCC23CC(=O)CCC2(O)C1Cc1ccccc13. As a reaction SMILES: [OH:1][c:2]1[cH:3][cH:4][cH:5][c:6]2[c:15]1[C:14]13[C:9]([OH:21])([CH:8]([CH2:7]2)[N:18]([CH3:19])[CH2:17][CH2:16]1)[CH2:10][CH2:11][C:12](=[O:20])[CH2:13]3.[c:22]1([O:23][c:24]2[nH:25][n:26][n:27][n:28]2)[cH:29][cH:30][cH:31][cH:32][cH:33]1>>[cH:2]1[cH:3][cH:4][cH:5][c:6]2[c:15]1[C:14]13[C:9]([OH:21])([CH:8]([CH2:7]2)[N:18]([CH3:19])[CH2:17][CH2:16]1)[CH2:10][CH2:11][C:12](=[O:20])[CH2:13]3. Starting materials: Cl (HCl), COC(CN(S(=O)(=O)C1=CC=C(C=C1)C)CC=1SC=CC1)OC (N-(2,2-Dimethoxyethyl)-4-methyl-N-(thiophen-2-ylmethyl)benzenesulfonamide), [OH-].[Na+] (sodium hydroxide). The solvent is O (water), O1CCOCC1 (dioxane). Product: S1C=CC=2C1=CN=CC2 (Thieno[2,3-c]pyridine). As a reaction SMILES: CO[CH:3](OC)[CH2:4][N:5]([CH2:16][C:17]1[S:18][CH:19]=[CH:20][CH:21]=1)S(C1C=CC(C)=CC=1)(=O)=O.Cl.[OH-].[Na+]>O1CCOCC1.O>[S:18]1[C:17]2=[CH:16][N:5]=[CH:4][CH:3]=[C:21]2[CH:20]=[CH:19]1 |f:2.3|. Reported procedure: N-(2,2-Dimethoxyethyl)-4-methyl-N-(thiophen-2-ylmethyl)benzenesulfonamide (7 g, 19 mmol) was dissolved in dioxane (10 mL) and treated with concentrated HCl (10 mL). The mixture for heated to reflux for 12 h. The mixture was allowed to cool down to room temperature, diluted with water (20 mL) and brought to pH 7 with 2 N sodium hydroxide. The mixture was then extracted with ethyl acetate. The organic layer was washed with saturated aqueous sodium bicarbonate, water and brine. The organic layer wa... Reactants: 2-(Pyrrolidin-1-ylmethyl)-6-trifluoro-methylquinoline, ClCC1=NC2=CC=C(C=C2C=C1)C(F)(F)F (2-chloromethyl-6-trifluoromethylquinoline), N1CCCC1 (pyrrolidine). Solvent: C(C)O (ethanol). Yields the product N1(CCCC1)CC1=NC2=CC=C(C=C2C=C1)C(F)(F)F (2-(pyrrolidin-1-ylmethyl)-6-trifluoromethylquinoline). As a reaction SMILES: Cl[CH2:2][C:3]1[CH:12]=[CH:11][C:10]2[C:5](=[CH:6][CH:7]=[C:8]([C:13]([F:16])([F:15])[F:14])[CH:9]=2)[N:4]=1.[NH:17]1[CH2:21][CH2:20][CH2:19][CH2:18]1>C(O)C>[N:17]1([CH2:2][C:3]2[CH:12]=[CH:11][C:10]3[C:5](=[CH:6][CH:7]=[C:8]([C:13]([F:16])([F:15])[F:14])[CH:9]=3)[N:4]=2)[CH2:21][CH2:20][CH2:19][CH2:18]1. Procedure: 2-(Pyrrolidin-1-ylmethyl)-6-trifluoro-methylquinoline may be prepared by carrying out the procedure as in Example 29, but starting with 3 g of -2-chloromethyl-6-trifluoromethylquinoline and 2.6 g of pyrrolidine in 30 ml of ethanol. The crude product obtained is chromatographed on a silica gel column, eluting with a mixture of dichloromethane and methanol (99-1 by volume). 2.5 g of 2-(pyrrolidin-1-ylmethyl)-6-trifluoromethylquinoline are thus obtained in the form of an orange-coloured oil [1H NMR...